From a dataset of the Open Reaction Database (ORD), a public repository of structured organic reaction records. describe an organic reaction: reactants, conditions, products, and yield Reactants: NC1=C(C(=O)OC)C=CC(=C1)C(=O)OC (dimethyl aminoterephthalate), ClC=1C=C(C=CC1)CC#N (3-chlorophenylacetonitrile), O1CCOCC1.Cl (hydrogen chloride dioxane), N (ammonia). Run at time 7 hour. Product: ClC=1C=C(CC2=NC3=CC(=CC=C3C(N2)=O)C(=O)OC)C=CC1 (Methyl 2-(3-chlorobenzyl)-4-oxo-3,4-dihydroquinazoline-7-carboxylate). Isolated yield 67.9%. As a reaction SMILES: [NH2:1][C:2]1[CH:11]=[C:10]([C:12]([O:14][CH3:15])=[O:13])[CH:9]=[CH:8][C:3]=1[C:4]([O:6]C)=O.[Cl:16][C:17]1[CH:18]=[C:19]([CH2:23][C:24]#[N:25])[CH:20]=[CH:21][CH:22]=1.O1CCOCC1.Cl.N>>[Cl:16][C:17]1[CH:18]=[C:19]([CH:20]=[CH:21][CH:22]=1)[CH2:23][C:24]1[NH:25][C:4](=[O:6])[C:3]2[C:2](=[CH:11][C:10]([C:12]([O:14][CH3:15])=[O:13])=[CH:9][CH:8]=2)[N:1]=1 |f:2.3|. Procedure details: A mixture of 628 mg of dimethyl aminoterephthalate, 546 mg of 3-chlorophenylacetonitrile and 15 mL of 4N hydrogen chloride dioxane solution was stirred at room temperature for 7 hours. Further continuing the stirring at 30° C. for 63 hours and at 70° C. for 25 hours, ice was added to the reaction mixture, followed by addition of 7 mL of 25% aqueous ammonia. Whereupon precipitated crystals were recovered by filtration, and washed with water, ether and chloroform by the order stated. Subjecting th... The reactants are C(#N)CCCC1=C(N=NN1C1=CC=C(C=C1)C(=O)NCC)C(=O)NC1CC1 (5-(3-cyanopropyl)-N-cyclopropyl-1-{4-[(ethylamino)carbonyl]phenyl}-1H-1,2,3-triazole-4-carboxamide), [Cl-].O[NH3+] (hydroxyammonium chloride), C(O)([O-])=O.[Na+] (sodium hydrogen carbonate). Solvent: CS(=O)C (DMSO), [Cl-].[Na+].O (brine). Yields the product N\C(\CCCC1=C(N=NN1C1=CC=C(C=C1)C(=O)NCC)C(=O)NC1CC1)=N/O (5-[(4Z)-4-amino-4-(hydroxyimino)butyl]-N-cyclopropyl-1-{4-[(ethylamino)carbonyl]phenyl}-1H-1,2,3-triazole-4-carboxamide). Isolated yield 78.9%. Reaction SMILES: [C:1]([CH2:3][CH2:4][CH2:5][C:6]1[N:10]([C:11]2[CH:16]=[CH:15][C:14]([C:17]([NH:19][CH2:20][CH3:21])=[O:18])=[CH:13][CH:12]=2)[N:9]=[N:8][C:7]=1[C:22]([NH:24][CH:25]1[CH2:27][CH2:26]1)=[O:23])#[N:2].[Cl-].[OH:29][NH3+:30].C(=O)([O-])O.[Na+]>CS(C)=O.[Cl-].[Na+].O>[NH2:2]/[C:1](=[N:30]\[OH:29])/[CH2:3][CH2:4][CH2:5][C:6]1[N:10]([C:11]2[CH:12]=[CH:13][C:14]([C:17]([NH:19][CH2:20][CH3:21])=[O:18])=[CH:15][CH:16]=2)[N:9]=[N:8][C:7]=1[C:22]([NH:24][CH:25]1[CH2:26][CH2:27]1)=[O:23] |f:1.2,3.4,6.7.8|. Procedure: A solution of 5-(3-cyanopropyl)-N-cyclopropyl-1-{4-[(ethylamino)carbonyl]phenyl}-1H-1,2,3-triazole-4-carboxamide (366 mg, 1.0 mmol) obtained in Example 1207, hydroxyammonium chloride (139 mg, 2.0 mmol, 2.0 eq.) and sodium hydrogen carbonate (168 mg, 2.0 mmol, 2.0 eq.) in DMSO (5 ml) was stirred at 90° C. for 5 hr. Saturated brine (10 ml) was added to the reaction mixture, and the mixture was extracted with ethyl acetate (30 ml×3), and dried over anhydrous sodium sulfate. The solvent was evaporat... The reactants are C=Cc1cnc(C)nc1, Cc1ccc2[nH]c3c(c2c1)CN(C)CC3, [K+], [OH-], O. The product is Cc1ccc2c(c1)c1c(n2CCc2cnc(C)nc2)CCN(C)C1. Reaction SMILES: [CH3:18][c:19]1[n:20][cH:21][c:22]([CH:25]=[CH2:26])[cH:23][n:24]1.[CH3:1][N:2]1[CH2:3][c:4]2[c:5]([nH:6][c:7]3[cH:8][cH:9][c:10]([CH3:13])[cH:11][c:12]23)[CH2:14][CH2:15]1.[K+:17].[OH-:16].[OH2:27]>>[CH3:1][N:2]1[CH2:3][c:4]2[c:5]([n:6]([CH2:26][CH2:25][c:22]3[cH:21][n:20][c:19]([CH3:18])[n:24][cH:23]3)[c:7]3[cH:8][cH:9][c:10]([CH3:13])[cH:11][c:12]23)[CH2:14][CH2:15]1. Procedure: A solution of 300 mg (0.976 mmol) of 4-amino-3-bromo-N-tert-butyl-benzenesulfonamide (as prepared in Example 48, step (a)) in toluene (8 mL) and EtOH (4 mL) was treated with 253 mg (1.07 mmol) of 2-(4,4-dimethyl-cyclohex-1-enyl)-4,4,5,5-tetramethyl-[1,3,2]dioxaborolane and 3.90 mL (7.81 mmol) of 2.0 M Na2CO3. The mixture was degassed via sonication, placed under Ar, treated with 113 mg (0.0976 mmol) of Pd(PPh3)4, and heated to 80° C. for 6 h. The mixture was diluted with EtOAc (30 mL) and washed... Conditions: time 17 hour. The product is C(C)(C)(C)NS(=O)(=O)C1=CC(=C(C=C1)NC(=O)C=1N(C=C(N1)C#N)COCC[Si](C)(C)C)C1=CCC(CC1)(C)C (4-Cyano-1-(2-trimethylsilanyl-ethoxymethyl)-1H-imidazole-2-carboxylic acid [4-tert-butylsulfamoyl-2-(4,4-dimethyl-cyclohex-1-enyl)-phenyl]-amide). Solvent: C(Cl)Cl (CH2Cl2), C(Cl)Cl (CH2Cl2), C(Cl)Cl (CH2Cl2). Isolated yield 363.2%. Starting materials: NC1=C(C=C(C=C1)S(=O)(=O)NC(C)(C)C)C1=CCC(CC1)(C)C (4-amino-N-tert-butyl-3-(4,4-dimethyl-cyclohex-1-enyl)-benzenesulfonamide), [K+].C(#N)C=1N=C(N(C1)COCC[Si](C)(C)C)C(=O)[O-] (4-Cyano-1-(2-trimethylsilanyl-ethoxymethyl)-1H-imidazole-2-carboxylate potassium salt), N1=CC=CC=C1 (pyridine), O=S(Cl)Cl (SOCl2), acid chloride. As a reaction SMILES: [K+].[C:2]([C:4]1[N:5]=[C:6]([C:17]([O-:19])=O)[N:7]([CH2:9][O:10][CH2:11][CH2:12][Si:13]([CH3:16])([CH3:15])[CH3:14])[CH:8]=1)#[N:3].N1C=CC=CC=1.O=S(Cl)Cl.[NH2:30][C:31]1[CH:36]=[CH:35][C:34]([S:37]([NH:40][C:41]([CH3:44])([CH3:43])[CH3:42])(=[O:39])=[O:38])=[CH:33][C:32]=1[C:45]1[CH2:50][CH2:49][C:48]([CH3:52])([CH3:51])[CH2:47][CH:46]=1>C(Cl)Cl>[C:41]([NH:40][S:37]([C:34]1[CH:35]=[CH:36][C:31]([NH:30][C:17]([C:6]2[N:7]([CH2:9][O:10][CH2:11][CH2:12][Si:13]([CH3:14])([CH3:15])[CH3:16])[CH:8]=[C:4]([C:2]#[N:3])[N:5]=2)=[O:19])=[C:32]([C:45]2[CH2:50][CH2:49][C:48]([CH3:52])([CH3:51])[CH2:47][CH:46]=2)[CH:33]=1)(=[O:39])=[O:38])([CH3:44])([CH3:42])[CH3:43] |f:0.1|. The reactants are CC(=O)CC (Methylethylketone), OCC(O)CO (glycerol). The reagents and catalysts are [Pd] (Pd/C). Reaction conditions: temperature 200 celsius, time 7 hour. Yields the product CC(=O)CC.OCC(O)CO (Methylethylketone Glycerol). As a reaction SMILES: [CH3:1][C:2]([CH2:4][CH3:5])=[O:3].[OH:6][CH2:7][CH:8]([CH2:10][OH:11])[OH:9]>[Pd]>[CH3:1][C:2]([CH2:4][CH3:5])=[O:3].[OH:6][CH2:7][CH:8]([CH2:10][OH:11])[OH:9] |f:3.4|. Procedure: Methylethylketone (7.21 g, 9.01 ml, 0.1 mol), glycerol (92.09 g, 73.7 ml, 1 mol), and 10% Pd/C (5 wt %, 0.36 g) are charged to a Parr reactor, purged with nitrogen, heated to 200° C. with stirring and run at 1000 psi of hydrogen for 7 hrs. GC analysis reveals complete consumption of methylethylketone and shows the presence of glycerol monoether, 3-sec-butoxy-1,2-propanediol and 2-sec-butoxy-1,3-propanediol (84.9%), glycerol diethers 1,3-di-sec-butoxy-2-propanol and 2,3-di-sec-butoxy-1-propanol (...